This data is from the Open Reaction Database (ORD), a public repository of structured organic reaction records. The task is: describe an organic reaction: reactants, conditions, products, and yield Starting materials: COS(=O)(=O)OC, O=CO, CC(C)c1ncc([N+](=O)[O-])[nH]1. The product is CC(C)c1ncc([N+](=O)[O-])n1C. RXN SMILES: [CH3:12][O:13][S:14]([O:15][CH3:16])(=[O:17])=[O:18].[CH:19]([OH:20])=[O:21].[CH:1]([CH3:2])([CH3:3])[c:4]1[nH:5][c:6]([N+:9](=[O:10])[O-:11])[cH:7][n:8]1>>[CH:1]([CH3:2])([CH3:3])[c:4]1[n:5]([CH3:12])[c:6]([N+:9](=[O:10])[O-:11])[cH:7][n:8]1. Reactants: FC1=CC2=C(N(C(CC(N2C=2C=NC=CC2)=O)=O)CC(=O)N(C2=CC=C(C=C2)OC)C(C)C)C=C1 (2-(7-Fluoro-2,4-dioxo-5-pyridin-3-yl-2,3,4,5-tetrahydrobenzo[b][1,4]diazepin-1-yl)-N-isopropyl-N-(4-methoxy-phenyl)-acetamide), C[Si](C)(C)[N-][Si](C)(C)C.[K+] (potassium bis(trimethylsilyl)amide), C(C)(=O)O (acetic acid), C(C)(C)C1=C(C(=CC(=C1)C(C)C)C(C)C)S(=O)(=O)N=[N+]=[N-] (2,4,6-triisopropylbenzenesulfonyl azide). Run in O1CCCC1 (tetrahydrofuran). Reaction conditions: time 15 minute. Yields the product N(=[N+]=[N-])C1C(N(C2=C(N(C1=O)CC(=O)N(C1=CC=C(C=C1)OC)C(C)C)C=CC(=C2)F)C=2C=NC=CC2)=O (2-(3-Azido-7-Fluoro-2,4-dioxo-5-pyridin-3-yl-2,3,4,5-tetrahydrobenzo[b][1,4]diazepin-1-yl)-N-isopropyl-N-(4-methoxy-phenyl)-acetamide). Isolated yield 59.7%. RXN SMILES: [F:1][C:2]1[CH:35]=[CH:34][C:5]2[N:6]([CH2:19][C:20]([N:22]([CH:31]([CH3:33])[CH3:32])[C:23]3[CH:28]=[CH:27][C:26]([O:29][CH3:30])=[CH:25][CH:24]=3)=[O:21])[C:7](=[O:18])[CH2:8][C:9](=[O:17])[N:10]([C:11]3[CH:12]=[N:13][CH:14]=[CH:15][CH:16]=3)[C:4]=2[CH:3]=1.C[Si]([N-][Si](C)(C)C)(C)C.[K+].C(C1C=C(C(C)C)C=C(C(C)C)C=1S([N:64]=[N+:65]=[N-:66])(=O)=O)(C)C.C(O)(=O)C>O1CCCC1>[N:64]([CH:8]1[C:7](=[O:18])[N:6]([CH2:19][C:20]([N:22]([CH:31]([CH3:33])[CH3:32])[C:23]2[CH:24]=[CH:25][C:26]([O:29][CH3:30])=[CH:27][CH:28]=2)=[O:21])[C:5]2[CH:34]=[CH:35][C:2]([F:1])=[CH:3][C:4]=2[N:10]([C:11]2[CH:12]=[N:13][CH:14]=[CH:15][CH:16]=2)[C:9]1=[O:17])=[N+:65]=[N-:66] |f:1.2|. Reported procedure: A solution of 262 mg of 2-(7-Fluoro-2,4-dioxo-5-pyridin-3-yl-2,3,4,5-tetrahydrobenzo[b][1,4]diazepin-1-yl)-N-isopropyl-N-(4-methoxy-phenyl)-acetamide (0.550 mmol) in 5 mL of anhydrous tetrahydrofuran at -78° C. under nitrogen was treated dropwise with 1.54 mL of potassium bis(trimethylsilyl)amide (0.5M in toluene, 0.770 mmol, 1.4 eq). After stirring 15 min., 212 mg of 2,4,6-triisopropylbenzenesulfonyl azide (0.687 mmol, 1.25 eq, J. Org. Chem. 1984, 49, 1430-1434) was added. After stirring 4 min.... Starting materials: C(C)(C)N (isopropylamine), BrC1=NC2=C(N1[C@H]1[C@H](O)[C@H](O)[C@H](O1)C)C=C(C(=C2)Cl)Cl (2-bromo-5,6-dichloro-1-(5-deoxy-beta-D-ribofuranosyl)-1H-benzimidazole). The solvent is C(Cl)Cl (CH2Cl2). Yields the product ClC1=CC2=C(N(C(=N2)NC(C)C)[C@H]2[C@H](O)[C@H](O)[C@H](O2)C)C=C1Cl (5,6-dichloro-1-(5-deoxy-beta-D-ribofuranosyl)-N-(1-methylethyl)-1H-benzimidazol-2-amine). The yield is 90.4%. Reaction SMILES: [CH:1]([NH2:4])([CH3:3])[CH3:2].Br[C:6]1[N:10]([C@@H:11]2[O:17][C@H:16]([CH3:18])[C@@H:14]([OH:15])[C@H:12]2[OH:13])[C:9]2[CH:19]=[C:20]([Cl:24])[C:21]([Cl:23])=[CH:22][C:8]=2[N:7]=1>C(Cl)Cl>[Cl:23][C:21]1[C:20]([Cl:24])=[CH:19][C:9]2[N:10]([C@@H:11]3[O:17][C@H:16]([CH3:18])[C@@H:14]([OH:15])[C@H:12]3[OH:13])[C:6]([NH:4][CH:1]([CH3:3])[CH3:2])=[N:7][C:8]=2[CH:22]=1. Reported procedure: Following General Procedure V, isopropylamine (Aldrich, 3 mL, 34.92 mmol), and 2-bromo-5,6-dichloro-1-(5-deoxy-beta-D-ribofuranosyl)-1H-benzimidazole (200 mg, 0.52 mmol) were reacted for 16 h. Purification on a silica gel column with 1:15 methanol:CH2Cl2 gave 5,6-dichloro-1-(5-deoxy-beta-D-ribofuranosyl)-N-(1-methylethyl)-1H-benzimidazol-2-amine (168 mg, 0.47 mmol, 90%); MS (EI): m/z (rel. intensity) 360 (0.17, M+); 1H NMR (DMSO-d6) δ7.41 (s, 1H, Ar—H), 7.32 (s,1H, Ar—H), 6.63 (d; 1H, NH, J=7.3 ... Reactants: Cl.NC1=NC=NC2=CC=C(C=C12)N (4,6-diaminoquinazoline hydrochloride), C(O)([O-])=O.[Na+] (sodium hydrogen carbonate), N1=CC=CC=C1 (pyridine), CS(=O)(=O)Cl (methanesulfonyl chloride), ice water, resultant mixture. Solvent: CO (methanol), C(Cl)(Cl)Cl (chloroform). Product: NC1=NC=NC2=CC=C(C=C12)NS(=O)(=O)C (4-amino-6-methanesulfonamidoquinazoline). Isolated yield 60.7%. As a reaction SMILES: Cl.[NH2:2][C:3]1[C:12]2[C:7](=[CH:8][CH:9]=[C:10]([NH2:13])[CH:11]=2)[N:6]=[CH:5][N:4]=1.C(=O)([O-])O.[Na+].N1C=CC=CC=1.[CH3:25][S:26](Cl)(=[O:28])=[O:27]>CO.C(Cl)(Cl)Cl>[NH2:2][C:3]1[C:12]2[C:7](=[CH:8][CH:9]=[C:10]([NH:13][S:26]([CH3:25])(=[O:28])=[O:27])[CH:11]=2)[N:6]=[CH:5][N:4]=1 |f:0.1,2.3|. Procedure: A mixture of 4,6-diaminoquinazoline hydrochloride (1.97 g), sodium hydrogen carbonate (6.72 g) and pyridine (20 ml) was stirred under ice-cooling. To the mixture was added dropwise during 30 minutes methanesulfonyl chloride (4.58 g) under ice-cooling. The reaction mixture was stirred for an hour under ice-cooling and for 4 hours at ambient temperature. To the mixture was added ice-water. The resultant mixture was stirred for about five minutes and concentrated under reduced pressure. To the resi... Reactants: CC(C)C1=CC(=C(C(=C1)C(C)C)C2=C(C=CC=C2)P(C3CCCCC3)C4CCCCC4)C(C)C (X-Phos), C([O-])([O-])=O.[Cs+].[Cs+] (cesium carbonate), C1COC2(CCNCC2)O1 (4-piperidone ethylene ketal), COC(C1=CC(=CC=C1)Br)=O (methyl-3-bromobenzoate). Reagents/catalysts: C(C)(=O)[O-].[Pd+2].C(C)(=O)[O-] (palladium(II)acetate). Run in C1(=CC=CC=C1)C (toluene), CC(C)(C)O (t-BuOH), C1(=CC=CC=C1)C (toluene), CC(C)(C)O (t-BuOH). Run at temperature 120 celsius, time 2 minute. Yields the product COC(C1=CC(=CC=C1)N1CCC2(OCCO2)CC1)=O (Methyl-3-(1,4-dioxa-8-azaspiro[4.5]dec-8-yl)-benzoate). Reaction SMILES: CC(C1C=C(C(C)C)C(C2C=CC=CC=2P(C2CCCCC2)C2CCCCC2)=C(C(C)C)C=1)C.C(=O)([O-])[O-].[Cs+].[Cs+].[CH2:41]1[O:50][C:44]2([CH2:49][CH2:48][NH:47][CH2:46][CH2:45]2)[O:43][CH2:42]1.[CH3:51][O:52][C:53](=[O:61])[C:54]1[CH:59]=[CH:58][CH:57]=[C:56](Br)[CH:55]=1>C1(C)C=CC=CC=1.C([O-])(=O)C.[Pd+2].C([O-])(=O)C.CC(O)(C)C>[CH3:51][O:52][C:53](=[O:61])[C:54]1[CH:59]=[CH:58][CH:57]=[C:56]([N:47]2[CH2:48][CH2:49][C:44]3([O:50][CH2:41][CH2:42][O:43]3)[CH2:45][CH2:46]2)[CH:55]=1 |f:1.2.3,7.8.9|. Procedure details: Procedure adopted from Tetrahedron Lett., 2007, 48, 2519. A thick-walled glass reaction vessel was charged with palladium(II)acetate (235 mg, 1.05 mmol), X-Phos (500 mg, 1.05 mmol, 2-dicyclohexylphosphino-2′,4′,6′-triisopropylbiphenyl), cesium carbonate (6.82 g, 20.95 mmol) and 5:1 (v/v) toluene:t-BuOH (20 mL). The stirred contents were purged with nitrogen and a solution of 4-piperidone ethylene ketal (2.70 mL, 20.95 mmol) and methyl-3-bromobenzoate (4.95 g, 23.02 mmol) in 5:1 (v/v) toluene:t-B... Starting materials: C(CC)C1=C(C(=NC(=N1)C)NN)CC1=CC=C(C=C1)C1=C(C=CC=C1)C#N (6-n-propyl-2-methyl-4-hydrazino-5-[(2'-cyano-4-biphenylyl)methyl]pyrimidine), S(=O)(=O)(O)O.CSC(N)=N (2-methyl-2-thiopseudourea sulphate). Solvent: O (water). The product is C(CC)C1=C(C=2N(C(=N1)C)N=C(N2)N)CC2=CC=C(C=C2)C2=C(C=CC=C2)C#N (7-n-propyl-5-methyl-2-amino-8-[(2 '-cyano-4-biphenylyl)methyl]-1,2,4-triazolo[1,5-c]pyrimidine). Yield: 17.7%. Reaction SMILES: [CH2:1]([C:4]1[N:9]=[C:8]([CH3:10])[N:7]=[C:6]([NH:11]N)[C:5]=1[CH2:13][C:14]1[CH:19]=[CH:18][C:17]([C:20]2[CH:25]=[CH:24][CH:23]=[CH:22][C:21]=2[C:26]#[N:27])=[CH:16][CH:15]=1)[CH2:2][CH3:3].S(O)(O)(=O)=O.CS[C:35](=[NH:37])[NH2:36]>O>[CH2:1]([C:4]1[N:9]=[C:8]([CH3:10])[N:7]2[N:36]=[C:35]([NH2:37])[N:11]=[C:6]2[C:5]=1[CH2:13][C:14]1[CH:19]=[CH:18][C:17]([C:20]2[CH:25]=[CH:24][CH:23]=[CH:22][C:21]=2[C:26]#[N:27])=[CH:16][CH:15]=1)[CH2:2][CH3:3] |f:1.2|. Reported procedure: 10 g of 6-n-propyl-2-methyl-4-hydrazino-5-[(2'-cyano-4-biphenylyl)methyl]pyrimidine, prepared in Example 12, and 5 g of 2-methyl-2-thiopseudourea sulphate are heated to reflux for 16 hours. After the addition of water, the crystals formed are drained and washed with ether and then with ethyl acetate before taken up in dilute sodium hydroxide solution and extracted with chloroform. The organic phase is dried over magnesium sulphate and evaporated under vacuum, to give a residue which crystallises... Starting materials: Cl (HCl), C(C)(=O)OCC.CCCCCC (ethyl acetate hexane), C(C1=CC=CC=C1)(=O)O (benzoic acid). Solvent: CO (methanol). The product is OC=1C=C(C(=O)OC)C=CC1 (methyl 3-hydroxybenzoate). The yield is 61.0%. RXN SMILES: Cl.[C:2]([O:5][CH2:6]C)(=[O:4])[CH3:3].[CH3:8][CH2:9][CH2:10][CH2:11][CH2:12]C.C(O)(=[O:21])C1C=CC=CC=1>CO>[OH:21][C:9]1[CH:8]=[C:3]([CH:12]=[CH:11][CH:10]=1)[C:2]([O:5][CH3:6])=[O:4] |f:1.2|. Procedure details: m-Hydroxybenzoic acid (10 g, 72.5 mmol) was dissolved in 100 mL of methanol and the solution refluxed with a catalytic amount of HCl. After 24 hours tlc analysis on silica with 10% ethyl acetate/hexane revealed a trace of the starting benzoic acid remaining. The solution was cooled and concentrated to dryness. The solid residue was dissolved in 200 mL of ether and washed with 100 mL of saturated aq. NaHCO3 and brine. Drying the solution over MgSO4 and evaporating the solvent left a slightly yell...